Dataset: the Open Reaction Database (ORD), a public repository of structured organic reaction records. Task: describe an organic reaction: reactants, conditions, products, and yield Reactants: COc1ccc(C2=NN(C3CCNCC3)C(=O)C2(C)C)cc1OC, O=S(=O)(Cl)c1c(Cl)cccc1Cl. Product: COc1ccc(C2=NN(C3CCN(S(=O)(=O)c4c(Cl)cccc4Cl)CC3)C(=O)C2(C)C)cc1OC. As a reaction SMILES: [CH3:1][O:2][c:3]1[cH:4][c:5]([C:11]2=[N:15][N:14]([CH:16]3[CH2:17][CH2:18][NH:19][CH2:20][CH2:21]3)[C:13](=[O:22])[C:12]2([CH3:23])[CH3:24])[cH:6][cH:7][c:8]1[O:9][CH3:10].[Cl:25][c:26]1[c:27]([S:33](=[O:34])(=[O:35])[Cl:36])[c:28]([Cl:32])[cH:29][cH:30][cH:31]1>>[CH3:1][O:2][c:3]1[cH:4][c:5]([C:11]2=[N:15][N:14]([CH:16]3[CH2:17][CH2:18][N:19]([S:33]([c:27]4[c:26]([Cl:25])[cH:31][cH:30][cH:29][c:28]4[Cl:32])(=[O:34])=[O:35])[CH2:20][CH2:21]3)[C:13](=[O:22])[C:12]2([CH3:23])[CH3:24])[cH:6][cH:7][c:8]1[O:9][CH3:10]. The reactants are [H-].[Na+] (sodium hydride), O (water), C1(=CC=CC=C1)C1(C(NC(N1)=O)=O)C1=CC=CC=C1 (5,5-Diphenylimidazolidine-2,4-dione), C1(=CC=CC2=CC=CC=C12)S(=O)(=O)Cl (1-naphthalenesulfonyl chloride). Solvent: O1CCCC1 (tetrahydrofuran), C(C)(=O)OCC (ethyl acetate). Reaction conditions: time 30 minute. Yields the product C1(=CC=CC2=CC=CC=C12)S(=O)(=O)N1C(NC(C1=O)(C1=CC=CC=C1)C1=CC=CC=C1)=O (3-Naphthylsulfonyl-5,5-diphenylimidazolidine-2,4-dione). Yield: 11.4%. RXN SMILES: [C:1]1([C:7]2([C:14]3[CH:19]=[CH:18][CH:17]=[CH:16][CH:15]=3)[NH:11][C:10](=[O:12])[NH:9][C:8]2=[O:13])[CH:6]=[CH:5][CH:4]=[CH:3][CH:2]=1.[H-].[Na+].[C:22]1([S:32](Cl)(=[O:34])=[O:33])[C:31]2[C:26](=[CH:27][CH:28]=[CH:29][CH:30]=2)[CH:25]=[CH:24][CH:23]=1.O>O1CCCC1.C(OCC)(=O)C>[C:22]1([S:32]([N:9]2[C:8](=[O:13])[C:7]([C:1]3[CH:6]=[CH:5][CH:4]=[CH:3][CH:2]=3)([C:14]3[CH:15]=[CH:16][CH:17]=[CH:18][CH:19]=3)[NH:11][C:10]2=[O:12])(=[O:34])=[O:33])[C:31]2[C:26](=[CH:27][CH:28]=[CH:29][CH:30]=2)[CH:25]=[CH:24][CH:23]=1 |f:1.2|. Procedure: 5,5-Diphenylimidazolidine-2,4-dione (0.5 g) was dissolved in tetrahydrofuran (5 mL), and sodium hydride (60%, in oil) (87 mg) was added at 0° C. under ice-cooling. After stirred for 30 minutes, 1-naphthalenesulfonyl chloride (471 mg) was added at 0° C., and the mixture was stirred at room temperature overnight. After water was added carefully, ethyl acetate (100 mL) was added, and the layers were separated. The resulting organic layer was washed with a saturated brine, and dried over anhydrous m... Reactants: [N+](=O)([O-])C=1C=C2CCN(C2=CC1)C1=C2N=CN(C2=NC(=N1)N[C@@H]1CC[C@H](CC1)NC(=O)OC(C)(C)C)C(=O)OC(C)(C)C (1,1-dimethylethyl trans-6-(2,3-dihydro-5-nitro-1H-indol-1-yl)-2-[[4-[[(1,1-dimethylethoxy)carbonyl]amino]cyclohexyl]amino]-9H-purine-9-carboxylate), [H][H] (hydrogen). The reagents and catalysts are [Pd] (Pd/C). Run in CO (methanol). Product: NC=1C=C2CCN(C2=CC1)C1=C2N=CN(C2=NC(=N1)N[C@@H]1CC[C@H](CC1)NC(=O)OC(C)(C)C)C(=O)OC(C)(C)C (1,1-dimethylethyl trans-6-(5-amino-2,3-dihydro-1H-indol-1-yl)-2-[[4-[[(1,1-dimethylethoxy)-carbonyl]amino]cyclohexyl]amino]-9H-purine-9-carboxylate). Reaction SMILES: [N+:1]([C:4]1[CH:5]=[C:6]2[C:10](=[CH:11][CH:12]=1)[N:9]([C:13]1[N:21]=[C:20]([NH:22][C@H:23]3[CH2:28][CH2:27][C@H:26]([NH:29][C:30]([O:32][C:33]([CH3:36])([CH3:35])[CH3:34])=[O:31])[CH2:25][CH2:24]3)[N:19]=[C:18]3[C:14]=1[N:15]=[CH:16][N:17]3[C:37]([O:39][C:40]([CH3:43])([CH3:42])[CH3:41])=[O:38])[CH2:8][CH2:7]2)([O-])=O.[H][H]>CO.[Pd]>[NH2:1][C:4]1[CH:5]=[C:6]2[C:10](=[CH:11][CH:12]=1)[N:9]([C:13]1[N:21]=[C:20]([NH:22][C@H:23]3[CH2:28][CH2:27][C@H:26]([NH:29][C:30]([O:32][C:33]([CH3:35])([CH3:36])[CH3:34])=[O:31])[CH2:25][CH2:24]3)[N:19]=[C:18]3[C:14]=1[N:15]=[CH:16][N:17]3[C:37]([O:39][C:40]([CH3:43])([CH3:42])[CH3:41])=[O:38])[CH2:8][CH2:7]2. Procedure: 12.65 g of product obtained in stage 3 above in 130 ml of methanol are introduced into a round-bottomed hydrogenation flask; 500 mg of Pd/C are added and the mixture is stirred under a pressure of 1400 mbar of hydrogen for 12 hours. The mixture is filtered over clarcel and the solvent is then evaporated off. The residue is chromatographed on 600 g of silica, with 60/40 dichloromethane/ethyl acetate as eluent. Reactants: ClC=1C=CC(=C(C1)C1=NN(C=C1NC(=O)C=1C=NN2C1N=CC=C2)CC(=O)N2CC1(C2)CNCC1)OC(F)F (Pyrazolo[1,5-a]pyrimidine-3-carboxylic acid {3-(5-chloro-2-difluoromethoxy-phenyl)-1-[2-(2,6-diaza-spiro[3.4]oct-2-yl)-2-oxoethyl]-1H-pyrazol-4-yl}amide), C=O (paraformaldehyde), [BH4-].[Na+] (Sodium borohydride). Solvent: FC(CO)(F)F (2,2,2-trifluoroethanol). Run at temperature 90 celsius. Yields the product ClC=1C=CC(=C(C1)C1=NN(C=C1NC(=O)C=1C=NN2C1N=CC=C2)CC(=O)N2CC1(C2)CN(CC1)C)OC(F)F (Pyrazolo[1,5-a]pyrimidine-3-carboxylic acid {3-(5-chloro-2-difluoromethoxyphenyl)-1-[2-(6-methyl-2,6-diazaspiro[3.4]oct-2-yl)-2-oxoethyl]-1H-pyrazol-4-yl}amide), solid. Isolated yield 39.0%. RXN SMILES: [Cl:1][C:2]1[CH:3]=[CH:4][C:5]([O:36][CH:37]([F:39])[F:38])=[C:6]([C:8]2[C:12]([NH:13][C:14]([C:16]3[CH:17]=[N:18][N:19]4[CH:24]=[CH:23][CH:22]=[N:21][C:20]=34)=[O:15])=[CH:11][N:10]([CH2:25][C:26]([N:28]3[CH2:31][C:30]4([CH2:35][CH2:34][NH:33][CH2:32]4)[CH2:29]3)=[O:27])[N:9]=2)[CH:7]=1.[CH2:40]=O.[BH4-].[Na+]>FC(F)(F)CO>[Cl:1][C:2]1[CH:3]=[CH:4][C:5]([O:36][CH:37]([F:39])[F:38])=[C:6]([C:8]2[C:12]([NH:13][C:14]([C:16]3[CH:17]=[N:18][N:19]4[CH:24]=[CH:23][CH:22]=[N:21][C:20]=34)=[O:15])=[CH:11][N:10]([CH2:25][C:26]([N:28]3[CH2:31][C:30]4([CH2:35][CH2:34][N:33]([CH3:40])[CH2:32]4)[CH2:29]3)=[O:27])[N:9]=2)[CH:7]=1 |f:2.3|. Procedure: Pyrazolo[1,5-a]pyrimidine-3-carboxylic acid {3-(5-chloro-2-difluoromethoxy-phenyl)-1-[2-(2,6-diaza-spiro[3.4]oct-2-yl)-2-oxoethyl]-1H-pyrazol-4-yl}amide (70 mg, 0.13 mmol) and paraformaldehyde (19 mg, 0.63 mmol) were stirred in 2,2,2-trifluoroethanol for 15 minutes. Sodium borohydride (14 mg, 0.38 mmol) was added and the reaction mixture was heated at 90° C. for 2 hours. The reaction mixture was allowed to cool to room temperature and was quenched with MeOH. The mixture was loaded onto an SCX-2 ... Reactants: CO, CC(C)=Cc1cccc(N)c1[SH]=C([O-])N(C)C, [K+], [OH-], O. Yields the product CC(C)=Cc1cccc(N)c1S. RXN SMILES: [CH3:21][OH:22].[CH:1](=[C:2]([CH3:3])[CH3:4])[c:5]1[c:6]([SH:12]=[C:13]([O-:14])[N:15]([CH3:16])[CH3:17])[c:7]([NH2:11])[cH:8][cH:9][cH:10]1.[K+:19].[OH-:18].[OH2:20]>>[CH:1](=[C:2]([CH3:3])[CH3:4])[c:5]1[c:6]([SH:12])[c:7]([NH2:11])[cH:8][cH:9][cH:10]1. Reactants: COc1cc2c(Cl)ncnc2cc1OCCOC1CCCCO1, O=C(O)Cc1ccc(O)cc1. The product is COc1cc2c(Oc3ccc(CC(=O)O)cc3)ncnc2cc1OCCOC1CCCCO1. Reaction SMILES: [Cl:1][c:2]1[n:3][cH:4][n:5][c:6]2[cH:7][c:8]([O:14][CH2:15][CH2:16][O:17][CH:18]3[O:19][CH2:20][CH2:21][CH2:22][CH2:23]3)[c:9]([O:12][CH3:13])[cH:10][c:11]12.[OH:24][c:25]1[cH:26][cH:27][c:28]([CH2:31][C:32](=[O:33])[OH:34])[cH:29][cH:30]1>>[c:2]1([O:24][c:25]2[cH:26][cH:27][c:28]([CH2:31][C:32](=[O:33])[OH:34])[cH:29][cH:30]2)[n:3][cH:4][n:5][c:6]2[cH:7][c:8]([O:14][CH2:15][CH2:16][O:17][CH:18]3[O:19][CH2:20][CH2:21][CH2:22][CH2:23]3)[c:9]([O:12][CH3:13])[cH:10][c:11]12.